Dataset: the Open Reaction Database (ORD), a public repository of structured organic reaction records. Task: describe an organic reaction: reactants, conditions, products, and yield Reactants: N1=C(C=CC=C1)C(=O)O (picolinic acid), BrC=1C=NC2=CC=CN=C2C1 (3-bromo-1,5-naphthyridine), C(C)C(C(=O)[O-])(C(=O)[O-])CC (diethylmalonate), C([O-])([O-])=O.[Cs+].[Cs+] (cesium carbonate). Reagents/catalysts: [Cu]I (CuI). The solvent is O1CCOCC1 (1,4-dioxane), C(C)(=O)OCC (ethyl acetate). Reaction conditions: temperature 110 celsius. Yields the product N1=CC(=CC2=NC=CC=C12)CC(=O)OCC (ethyl 1,5-naphthyridin-3-ylacetate). Yield: 402.5%. Reaction SMILES: Br[C:2]1[CH:3]=[N:4][C:5]2[C:10]([CH:11]=1)=[N:9][CH:8]=[CH:7][CH:6]=2.C([C:14](CC)([C:18]([O-:20])=[O:19])C([O-])=O)C.C(=O)([O-])[O-].[Cs+].[Cs+].N1C=CC=[CH:31][C:30]=1C(O)=O>O1CCOCC1.C(OCC)(=O)C.[Cu]I>[N:4]1[C:5]2[C:10](=[N:9][CH:8]=[CH:7][CH:6]=2)[CH:11]=[C:2]([CH2:14][C:18]([O:20][CH2:30][CH3:31])=[O:19])[CH:3]=1 |f:2.3.4|. Procedure: A mixture of 3-bromo-1,5-naphthyridine (540 mg, 2.58 mmol), diethylmalonate (0.8 mL, 5.17 mmol) and cesium carbonate (2.53 g, 7.75 mmol) in 1,4-dioxane (6 mL) was degassed with argon for 15 min then picolinic acid (64 mg, 0.517 mmol) and CuI (50 mg, 0.258 mmol) was added. The mixture was heated in a sealed tube at 110° C. for 24 hours then cooled to room temperature, diluted with ethyl acetate (10 mL), washed with water (10 mL) and brine (10 mL). The organic phase was dried over sodium sulphate ... Reactants: F[B-](F)(F)F, COc1ccc2c(c1)CCNC2, CC#N, CC(C(=O)NCc1cc(F)cc(F)c1)C(=O)NC(Cc1c[nH]c2ccccc12)C(=O)O, O=C(O)C(F)(F)F, CN(C)C(On1ccccc1=O)=[N+](C)C, CN(C)C=O. Product: COc1ccc2c(c1)CCN(C(=O)C(Cc1c[nH]c3ccccc13)NC(=O)C(C)C(=O)NCc1cc(F)cc(F)c1)C2. As a reaction SMILES: [B-:32]([F:33])([F:34])([F:35])[F:36].[CH3:52][O:53][c:54]1[cH:55][c:56]2[c:61]([cH:62][cH:63]1)[CH2:60][NH:59][CH2:58][CH2:57]2.[CH3:64][C:65]#[N:66].[F:1][c:2]1[cH:3][c:4]([CH2:5][NH:6][C:7](=[O:8])[CH:9]([C:10](=[O:11])[NH:12][CH:13]([C:14](=[O:15])[OH:16])[CH2:17][c:18]2[cH:19][nH:20][c:21]3[cH:22][cH:23][cH:24][cH:25][c:26]23)[CH3:27])[cH:28][c:29]([F:31])[cH:30]1.[F:72][C:73]([F:74])([F:75])[C:76]([OH:77])=[O:78].[O:37]=[c:38]1[cH:39][cH:40][cH:41][cH:42][n:43]1[O:44][C:45]([N:46]([CH3:47])[CH3:48])=[N+:49]([CH3:50])[CH3:51].[O:67]=[CH:68][N:69]([CH3:70])[CH3:71]>>[F:1][c:2]1[cH:3][c:4]([CH2:5][NH:6][C:7](=[O:8])[CH:9]([C:10](=[O:11])[NH:12][CH:13]([C:14](=[O:15])[N:59]2[CH2:58][CH2:57][c:56]3[cH:55][c:54]([O:53][CH3:52])[cH:63][cH:62][c:61]3[CH2:60]2)[CH2:17][c:18]2[cH:19][nH:20][c:21]3[cH:22][cH:23][cH:24][cH:25][c:26]23)[CH3:27])[cH:28][c:29]([F:31])[cH:30]1. Reactants: COc1ccccc1O, CO, COC(=O)C(Cl)C(=O)OC, [Na]. The product is COC(=O)C(Oc1ccccc1OC)C(=O)OC. As a reaction SMILES: [CH3:1][O:2][c:3]1[cH:4][cH:5][cH:6][cH:7][c:8]1[OH:9].[CH3:21][OH:22].[Cl:10][CH:11]([C:12](=[O:13])[O:14][CH3:15])[C:16](=[O:17])[O:18][CH3:19].[Na:20]>>[CH3:1][O:2][c:3]1[cH:4][cH:5][cH:6][cH:7][c:8]1[O:9][CH:11]([C:12](=[O:13])[O:14][CH3:15])[C:16](=[O:17])[O:18][CH3:19]. Starting materials: CC(C)(C)OC(=O)NC1CC1(F)c1ccc(Cl)cc1, CO, CCO, Cl, O. Product: NC1CC1(F)c1ccc(Cl)cc1. Reaction SMILES: [C:1]([O:2][C:3](=[O:4])[NH:7][CH:8]1[C:9]([F:11])([c:12]2[cH:13][cH:14][c:15]([Cl:18])[cH:16][cH:17]2)[CH2:10]1)([CH3:5])([CH3:6])[CH3:19].[CH3:22][OH:23].[CH3:24][CH2:25][OH:26].[ClH:20].[OH2:21]>>[NH2:7][CH:8]1[C:9]([F:11])([c:12]2[cH:13][cH:14][c:15]([Cl:18])[cH:16][cH:17]2)[CH2:10]1. Reactants: C(CS)(=O)OC (methyl thioglycolate), ice, ClC1=NC(=NC(=C1C=O)Cl)SC (4,6-dichloro-2-methylsulfanyl-pyrimidine-5-carbaldehyde), C(C)N(C(C)C)C(C)C (iPr2EtN). Run in C(Cl)Cl (DCM), C(Cl)Cl (DCM). Yields the product COC(CSC1=NC(=NC(=C1C=O)Cl)SC)=O ((6-Chloro-5-formyl-2-methylsulfanyl-pyrimidin-4-ylsulfanyl)-acetic acid methyl ester). RXN SMILES: [Cl:1][C:2]1[C:7]([CH:8]=[O:9])=[C:6](Cl)[N:5]=[C:4]([S:11][CH3:12])[N:3]=1.C(N(C(C)C)C(C)C)C.[C:22]([O:26][CH3:27])(=[O:25])[CH2:23][SH:24]>C(Cl)Cl>[CH3:27][O:26][C:22](=[O:25])[CH2:23][S:24][C:6]1[C:7]([CH:8]=[O:9])=[C:2]([Cl:1])[N:3]=[C:4]([S:11][CH3:12])[N:5]=1. Procedure: To an ice-cooled solution (−10° C.) of 4,6-dichloro-2-methylsulfanyl-pyrimidine-5-carbaldehyde (2.0 g, 8.97 mmol) and iPr2EtN (0.82 mL, 8.97 mmol) in DCM (40 mL) was added methyl thioglycolate (1.56 mL, 8.97 mmol) in DCM (20 mL) over 15 min. The reaction mixture was let warm to RT, then washed with sat. NaHCO3, dried over MgSO4, filtered, and concentrated. The product was used without further purification. ESIMS calcd 293 (M++H), found 293 (M++H). Starting materials: O=C1C2=C(C=CC3=C1C=CC(=C3)C(=O)[O-])C=CC=C2.[Na+] (sodium (5-oxo-5H-dibenzo[a,d]cyclohepten-2-yl)carboxylate), [Cl-].[Ca+2].[Cl-] (calcium chloride). Run in O (water), O (water). Conditions: time 12 hour. Product: O=C1C2=C(C=CC3=C1C=CC(=C3)C(=O)[O-])C=CC=C2.[Ca+2].O=C2C3=C(C=CC1=C2C=CC(=C1)C(=O)[O-])C=CC=C3 (calcium (5-oxo-5H-dibenzo[a,d]cyclohepten-2-yl)carboxylate). RXN SMILES: [O:1]=[C:2]1[C:8]2[CH:9]=[CH:10][C:11]([C:13]([O-:15])=[O:14])=[CH:12][C:7]=2[CH:6]=[CH:5][C:4]2[CH:16]=[CH:17][CH:18]=[CH:19][C:3]1=2.[Na+].[Cl-].[Ca+2:22].[Cl-]>O>[O:1]=[C:2]1[C:8]2[CH:9]=[CH:10][C:11]([C:13]([O-:15])=[O:14])=[CH:12][C:7]=2[CH:6]=[CH:5][C:4]2[CH:16]=[CH:17][CH:18]=[CH:19][C:3]1=2.[Ca+2:22].[O:1]=[C:2]1[C:8]2[CH:9]=[CH:10][C:11]([C:13]([O-:15])=[O:14])=[CH:12][C:7]=2[CH:6]=[CH:5][C:4]2[CH:16]=[CH:17][CH:18]=[CH:19][C:3]1=2 |f:0.1,2.3.4,6.7.8|. Procedure details: 24.0 G. of sodium (5-oxo-5H-dibenzo[a,d]cyclohepten-2-yl)carboxylate in 1000 ml. of water is added to a mixture of 5.55 g. of calcium chloride in 300 ml. of water, and the mixture is allowed to stand for 12 hours at room temperature. The mixture is then filtered, and the filtered salt washed several times with portions of ice cold water. The washed salt is dried under vaccum to yield calcium (5-oxo-5H-dibenzo[a,d]cyclohepten-2-yl)carboxylate.